From a dataset of the Open Reaction Database (ORD), a public repository of structured organic reaction records. describe an organic reaction: reactants, conditions, products, and yield Starting materials: Fc1ccc(Br)cc1, CC(C)(C)P(C(C)(C)C)C(C)(C)C, CC(C)(C)[O-], Cc1ccccc1, [Na+], CC(=O)[O-], CC(=O)[O-], [Pd+2], c1ccc2c(c1)Cc1ccccc1N2. The product is Fc1ccc(N2c3ccccc3Cc3ccccc32)cc1. As a reaction SMILES: [Br:34][c:35]1[cH:36][cH:37][c:38]([F:41])[cH:39][cH:40]1.[C:15]([P:16]([C:17]([CH3:18])([CH3:19])[CH3:20])[C:21]([CH3:22])([CH3:23])[CH3:24])([CH3:25])([CH3:26])[CH3:27].[CH3:28][C:29]([CH3:30])([O-:31])[CH3:32].[CH3:42][c:43]1[cH:44][cH:45][cH:46][cH:47][cH:48]1.[Na+:33].[O-:50][C:51]([CH3:52])=[O:53].[O-:54][C:55]([CH3:56])=[O:57].[Pd+2:49].[cH:1]1[cH:2][cH:3][cH:4][c:5]2[c:14]1[CH2:13][c:12]1[c:7]([cH:8][cH:9][cH:10][cH:11]1)[NH:6]2>>[cH:1]1[cH:2][cH:3][cH:4][c:5]2[c:14]1[CH2:13][c:12]1[c:7]([cH:8][cH:9][cH:10][cH:11]1)[N:6]2[c:35]1[cH:36][cH:37][c:38]([F:41])[cH:39][cH:40]1. The reactants are COCOCc1ccc(CO)cn1, ClCCl, [Na+], O=C([O-])O, FS(F)(F)N1CCOCC1. Yields the product COCOCc1ccc(CF)cn1. RXN SMILES: [CH3:11][O:12][CH2:13][O:14][CH2:15][c:16]1[cH:17][cH:18][c:19]([CH2:22][OH:23])[cH:20][n:21]1.[Cl:29][CH2:30][Cl:31].[Na+:28].[O-:24][C:25]([OH:26])=[O:27].[O:1]1[CH2:2][CH2:3][N:4]([S:5]([F:6])([F:7])[F:8])[CH2:9][CH2:10]1>>[F:8][CH2:22][c:19]1[cH:18][cH:17][c:16]([CH2:15][O:14][CH2:13][O:12][CH3:11])[n:21][cH:20]1. Starting materials: C(C1=CC=CC=C1)OC(=O)Cl (benzylchloroformate), Br.BrCCN (2-bromoethylamine hydrobromide), C([O-])(O)=O.[Na+] (sodium bicarbonate). The solvent is O (water). Reaction conditions: time 15 minute. Yields the product C(=O)(OCC1=CC=CC=C1)NCCBr (N-carbobenzyloxy-2-bromoethylamine). Isolated yield 91.3%. Reaction SMILES: Br.[Br:2][CH2:3][CH2:4][NH2:5].[CH2:6]([O:13][C:14](Cl)=[O:15])[C:7]1[CH:12]=[CH:11][CH:10]=[CH:9][CH:8]=1.C(=O)(O)[O-].[Na+]>O>[C:14]([NH:5][CH2:4][CH2:3][Br:2])([O:13][CH2:6][C:7]1[CH:12]=[CH:11][CH:10]=[CH:9][CH:8]=1)=[O:15] |f:0.1,3.4|. Reported procedure: Twenty point five g (0.10 mole) of 2-bromoethylamine hydrobromide was dissolved in 140 ml of water. At 0° C., 15.3 g (0.089 mole) of benzylchloroformate was added, followed by 18.5 g (0.1 moles) of sodium bicarbonate, and the mixture was stirred for 15 minutes at 0°. The mixture was then stirred overnight at room temperature. The mixture was extracted with diethylether (3×250 ml), the combined portions of which were washed thrice with 150 ml portions of saturated sodium bicarbonate, dried with m...